From a dataset of the Open Reaction Database (ORD), a public repository of structured organic reaction records. describe an organic reaction: reactants, conditions, products, and yield Starting materials: FC1=CC=C(C(=O)O)C=C1 (4-fluorobenzoic acid), CCN=C=NCCCN(C)C.Cl (EDC hydrochloride), O.ON1N=NC2=C1C=CC=C2 (1-hydroxybenzotriazole monohydrate), O1CCC(CC1)C(=O)C1=C(N=C(S1)N)C=1OC=CC1 (2-Amino-4-(2-furyl)thiazol-5-yl tetrahydropyran-4-yl ketone), C(O)([O-])=O.[Na+] (sodium hydrogencarbonate). Solvent: CN(C)C=O (DMF), O (water). Reaction conditions: temperature 80 celsius, time 2 hour. The product is FC1=CC=C(C(=O)NC=2SC(=C(N2)C=2OC=CC2)C(=O)C2CCOCC2)C=C1 (4-Fluoro-N-[4-(2-furyl)-5-(tetrahydropyran-4-ylcarbonyl)thiazol-2-yl]benzamide). Yield: 22.5%. Reaction SMILES: [O:1]1[CH2:6][CH2:5][CH:4]([C:7]([C:9]2[S:13][C:12]([NH2:14])=[N:11][C:10]=2[C:15]2[O:16][CH:17]=[CH:18][CH:19]=2)=[O:8])[CH2:3][CH2:2]1.[F:20][C:21]1[CH:29]=[CH:28][C:24]([C:25](O)=[O:26])=[CH:23][CH:22]=1.CCN=C=NCCCN(C)C.Cl.O.ON1C2C=CC=CC=2N=N1.C(=O)([O-])O.[Na+]>CN(C=O)C.O>[F:20][C:21]1[CH:29]=[CH:28][C:24]([C:25]([NH:14][C:12]2[S:13][C:9]([C:7]([CH:4]3[CH2:5][CH2:6][O:1][CH2:2][CH2:3]3)=[O:8])=[C:10]([C:15]3[O:16][CH:17]=[CH:18][CH:19]=3)[N:11]=2)=[O:26])=[CH:23][CH:22]=1 |f:2.3,4.5,6.7|. Procedure details: Compound 454 (834 mg, 3.00 mmol) was dissolved in DMF (12 mL), and 4-fluorobenzoic acid (3.36 g, 24.0 mmol), EDC hydrochloride (4.12 g, 24.0 mmol) and 1-hydroxybenzotriazole monohydrate (3.68 g, 24.0 mmol) were added thereto, followed by stirring at 80° C. for 2 hours. The reaction mixture was poured into a mixture of a saturated aqueous solution of sodium hydrogencarbonate (30 mL) and water (30 mL), and the precipitated solid was collected by filtration. The resulting solid was purified through...